From a dataset of the Open Reaction Database (ORD), a public repository of structured organic reaction records. describe an organic reaction: reactants, conditions, products, and yield The reactants are Cl.Cl.Cl.N[C@]1(CN(C[C@@H]1CCCB(O)O)CC1NCC2=CC=C(C=C2C1)Cl)C(=O)O ((3R,4S)-3-amino-4-(3-boronopropyl)-1-((6-chloro-1,2,3,4-tetrahydroisoquinolin-3-yl)methyl)pyrrolidine-3-carboxylic acid trihydrochloride), ClC=1C=C(C[C@H](N)C(=O)O)C=CC1 (3-chlorophenylalanine). Yields the product N[C@]1(CN(C[C@@H]1CCCB(O)O)CC1NCC2=CC=C(C=C2C1)Cl)C(=O)O ((3R,4S)-3-amino-4-(3-boronopropyl)-1-((6-chloro-1,2,3,4-tetrahydroisoquinolin-3-yl)methyl)pyrrolidine-3-carboxylic acid). RXN SMILES: Cl.Cl.Cl.[NH2:4][C@:5]1([C:28]([OH:30])=[O:29])[C@@H:9]([CH2:10][CH2:11][CH2:12][B:13]([OH:15])[OH:14])[CH2:8][N:7]([CH2:16][CH:17]2[CH2:26][C:25]3[C:20](=[CH:21][CH:22]=[C:23]([Cl:27])[CH:24]=3)[CH2:19][NH:18]2)[CH2:6]1.ClC1C=C(C=CC=1)C[C@@H](C(O)=O)N>>[NH2:4][C@:5]1([C:28]([OH:30])=[O:29])[C@@H:9]([CH2:10][CH2:11][CH2:12][B:13]([OH:14])[OH:15])[CH2:8][N:7]([CH2:16][CH:17]2[CH2:26][C:25]3[C:20](=[CH:21][CH:22]=[C:23]([Cl:27])[CH:24]=3)[CH2:19][NH:18]2)[CH2:6]1 |f:0.1.2.3|. Procedure: (3R,4S)-3-amino-4-(3-boronopropyl)-1-((6-chloro-1,2,3,4-tetrahydroisoquinolin-3-yl)methyl)pyrrolidine-3-carboxylic acid trihydrochloride (mixture of two diastereomers, each a racemate) is prepared in a manner analogous to that set forth in Example 49, except 3-chlorophenylalanine is used in place of 4-chlorophenylalanine in Step 1. 1H NMR (0.1M DCl in D2O, 400 MHz) δ 7.23 (m, 2 H), 7.09 (m, 1 H), 4.37 (s, 2 H), 4.00 (m, 3 H), 3.82 (m, 2 H), 3.69 (m, 1 H), 3.43 (m, 1 H), 3.22 (m, 1 H), 3.00 (m, 1... The reactants are C1[C@H](O1)CO ((R)-glycidol), C1=CC=C(C=C1)CBr (BnBr), [H-].[Na+] (NaH). The solvent is CN(C)C=O (DMF). Reaction conditions: time 3 hour. The product is C1[C@H](O1)CO.C(C1=CC=CC=C1)OCC1=CC=CC=C1 ((R)-Glycidol benzyl ether). Isolated yield 97.6%. As a reaction SMILES: [CH2:1]1[O:3][C@@H:2]1[CH2:4][OH:5].[CH:6]1[CH:11]=[CH:10][C:9]([CH2:12]Br)=[CH:8][CH:7]=1.[H-].[Na+]>CN(C=O)C>[CH2:1]1[O:3][C@@H:2]1[CH2:4][OH:5].[CH2:12]([O:5][CH2:4][C:2]1[CH:8]=[CH:7][CH:6]=[CH:11][CH:1]=1)[C:9]1[CH:10]=[CH:11][CH:6]=[CH:7][CH:8]=1 |f:2.3,5.6|. Reported procedure: To a mixture of (R)-glycidol (25 g, 0.337 mol) and BnBr (60.2 mL, 0.506 mol) in anhydrous DMF (1 L) was slowly added NaH (16.2 g of 60% oil dispersion, 0.405 mol) at 0° C. The mixture was warmed to room temperature and stirred for 3 hours. The mixture was concentrated in vacuo. After aqueous work-up (CH2Cl2) and chromatography, 44.8 g of the benzyl ether was obtained: [α]25D -1.6° (c 0.63, CHCl3). 1H NMR (CDCl3): δ2.60 (1H, dd, J=2.5, 5.0), 2.79 (1H, dd, J=4.4, 5.0), 3.17 (1H, m), 3.43 (1H, dd, ... Reactants: O=C1CCC(=O)N1Br, CN(C)c1cccc(N)c1Cl, CN(C)C=O. The product is CN(C)c1ccc(Br)c(N)c1Cl. As a reaction SMILES: [Br:12][N:13]1[C:14](=[O:15])[CH2:16][CH2:17][C:18]1=[O:19].[Cl:1][c:2]1[c:3]([NH2:4])[cH:5][cH:6][cH:7][c:8]1[N:9]([CH3:10])[CH3:11].[O:20]=[CH:21][N:22]([CH3:23])[CH3:24]>>[Cl:1][c:2]1[c:3]([NH2:4])[c:5]([Br:12])[cH:6][cH:7][c:8]1[N:9]([CH3:10])[CH3:11]. Reactants: C(CCC)[Li] (n-butyl lithium), CCCCCC (n-hexane), CC(C#C\C=C/CN(C)CC=1C=C(C=CC1)C(C)=O)(C)C (cis-3′-[N-(6,6-Dimethyl-2-hepten-4-ynyl)-N-methylaminomethyl]acetophenone). Reagents/catalysts: [Br-].C[P+](C1=CC=CC=C1)(C1=CC=CC=C1)C1=CC=CC=C1 (methyl triphenylphosphonium bromide). The product is CC(C#C\C=C/CN(C)CC1=CC(=CC=C1)C(=C)C)(C)C (cis-N-(6,6-Dimethyl-2-hepten-4-ynyl)-N-methyl-(3-isopropenylbenzyl)amine). Yield: 14.0%. As a reaction SMILES: [CH2:1]([Li])CCC.CCCCCC.[CH3:12][C:13]([CH3:32])([CH3:31])[C:14]#[C:15]/[CH:16]=[CH:17]\[CH2:18][N:19]([CH2:21][C:22]1[CH:23]=[C:24]([C:28](=O)[CH3:29])[CH:25]=[CH:26][CH:27]=1)[CH3:20]>[Br-].C[P+](C1C=CC=CC=1)(C1C=CC=CC=1)C1C=CC=CC=1>[CH3:12][C:13]([CH3:32])([CH3:31])[C:14]#[C:15]/[CH:16]=[CH:17]\[CH2:18][N:19]([CH2:21][C:22]1[CH:27]=[CH:26][CH:25]=[C:24]([C:28]([CH3:1])=[CH2:29])[CH:23]=1)[CH3:20] |f:3.4|. Reported procedure: The procedure described in Example 2 was repeated, except that methyl triphenylphosphonium bromide (7.65 g; 21.4 mmol), n-butyl lithium in n-hexane (1.63 M: 4.4 ml; 23.5 mmol), and Compound 4 (7.65 g; 21.4 mmol) were used, to thereby yield 0.65 g of the target compound (yield: 14.0%). The product is CC(C)(C)C(=O)C(Cl)NC(=O)c1ccc(Cl)cc1. The reactants are ClC(Cl)(Cl)Cl, ClP(Cl)(Cl)(Cl)Cl, CC(C)(C)C(=O)C(O)NC(=O)c1ccc(Cl)cc1. RXN SMILES: [C:25]([Cl:26])([Cl:27])([Cl:28])[Cl:29].[Cl:19][P:20]([Cl:21])([Cl:22])([Cl:23])[Cl:24].[Cl:1][c:2]1[cH:3][cH:4][c:5]([C:6](=[O:7])[NH:8][CH:9]([C:10]([C:11]([CH3:12])([CH3:13])[CH3:14])=[O:15])[OH:16])[cH:17][cH:18]1>>[Cl:1][c:2]1[cH:3][cH:4][c:5]([C:6](=[O:7])[NH:8][CH:9]([C:10]([C:11]([CH3:12])([CH3:13])[CH3:14])=[O:15])[Cl:19])[cH:17][cH:18]1. Reactants: O=C1CSCC1C(=O)OC (methyl 3-keto-1,5-dihydrothiophene-4-carboxylate), C1(CCCCC1)NC(=O)N (cyclohexylurea), C1(=CC=C(C=C1)S(=O)(=O)O)C (p-toluenesulfonic acid), C=1(C(=CC=CC1)C)C (xylene). Solvent: O (water). Product: C1(CCCCC1)NC(=O)NC1=C(CSC1)C(=O)OC (N-cyclohexyl-N'-(3-methoxycarbonyl-2,5-dihydrothien-4-yl)-urea). RXN SMILES: O=[C:2]1[CH:6]([C:7]([O:9][CH3:10])=[O:8])[CH2:5][S:4][CH2:3]1.[CH:11]1([NH:17][C:18]([NH2:20])=[O:19])[CH2:16][CH2:15][CH2:14][CH2:13][CH2:12]1.C1(C)C=CC(S(O)(=O)=O)=CC=1.C1(C)C(C)=CC=CC=1>O>[CH:11]1([NH:17][C:18]([NH:20][C:2]2[CH2:3][S:4][CH2:5][C:6]=2[C:7]([O:9][CH3:10])=[O:8])=[O:19])[CH2:16][CH2:15][CH2:14][CH2:13][CH2:12]1. Reported procedure: 15.1 parts by weight of methyl 3-keto-1,5-dihydrothiophene-4-carboxylate, 14.2 parts by weight of cyclohexylurea and 0.5 part by weight of p-toluenesulfonic acid in 100 parts by weight of xylene were refluxed for 4 hours in an apparatus equipped with a water separator. The mixture was cooled, and the residue was then filtered off under suction and recrystallized from toluene. 20.3 parts by weight of N-cyclohexyl-N'-(3-methoxycarbonyl-2,5-dihydrothien-4-yl)-urea of melting point 154°-155° C. were... Starting materials: ClCC(=O)Cl (chloroacetyl chloride), C(CCC)NCC1OCCO1 (N-n-Butyl-N-(1,3-dioxolan-2-ylmethyl)amine), C1=CC=CC=C1 (benzene), C([O-])([O-])=O.[Na+].[Na+] (sodium carbonate). The solvent is O (water). The product is C(CCC)N(C(CCl)=O)CC1OCCO1 (N-n-butyl-N-(1,3-dioxolan-2-ylmethyl)-α-chloroacetamide). Reaction SMILES: [CH2:1]([NH:5][CH2:6][CH:7]1[O:11][CH2:10][CH2:9][O:8]1)[CH2:2][CH2:3][CH3:4].C1C=CC=CC=1.C(=O)([O-])[O-].[Na+].[Na+].[Cl:24][CH2:25][C:26](Cl)=[O:27]>O>[CH2:1]([N:5]([CH2:6][CH:7]1[O:8][CH2:9][CH2:10][O:11]1)[C:26](=[O:27])[CH2:25][Cl:24])[CH2:2][CH2:3][CH3:4] |f:2.3.4|. Procedure details: N-n-Butyl-N-(1,3-dioxolan-2-ylmethyl)amine (12.5 grams), benzene (100 ml), water (100 ml) and sodium carbonate (10 grams) were charged into a glass reaction vessel equipped with a mechanical stirrer and reflux condenser. The mixture was cooled to about 5° to 10° C. and chloroacetyl chloride (6 ml) was added dropwise with stirring. After the addition was completed stirring was continued until the reaction mixture reached room temperature. After this time the organic phase was separated from the a... Reactants: FC1=C(C=CC(=C1)F)C(C(C)N1C=NC2=C(C1=O)SC(=C2)C2=CC=C(C#N)C=C2)(CN2N=CN=C2)O (4-[3-[2-(2,4-difluorophenyl)-2-hydroxy-1-methyl-3-(1H-1,2,4-triazol-1-yl)propyl]-4-oxo-3,4-dihydrothieno[3,2-d]pyrimidin-6-yl]benzonitrile), CO (MeOH). The solvent is C(Cl)(Cl)Cl (CHCl3). Run at time 8 hour. The product is FC1=C(C=CC(=C1)F)[C@]([C@@H](C)N1C=NC2=C(C1=O)SC(=C2)C2=CC=C(C=C2)C(OC)=N)(CN2N=CN=C2)O ((1R,2R)-3-[2-(2,4-Difluorophenyl)-2-hydroxy-1-methyl-3-(1H-1,2,4-triazol-1-yl)propyl]-6-[4-[imino(methoxy)methyl]phenyl]thieno[3,2-d]pyrimidin-4(3H)-one). Yield: 94.0%. As a reaction SMILES: [F:1][C:2]1[CH:7]=[C:6]([F:8])[CH:5]=[CH:4][C:3]=1[C:9]([OH:36])([CH2:30][N:31]1[CH:35]=[N:34][CH:33]=[N:32]1)[CH:10]([N:12]1[C:17](=[O:18])[C:16]2[S:19][C:20]([C:22]3[CH:29]=[CH:28][C:25]([C:26]#[N:27])=[CH:24][CH:23]=3)=[CH:21][C:15]=2[N:14]=[CH:13]1)[CH3:11].[CH3:37][OH:38]>C(Cl)(Cl)Cl>[F:1][C:2]1[CH:7]=[C:6]([F:8])[CH:5]=[CH:4][C:3]=1[C@@:9]([OH:36])([CH2:30][N:31]1[CH:35]=[N:34][CH:33]=[N:32]1)[C@H:10]([N:12]1[C:17](=[O:18])[C:16]2[S:19][C:20]([C:22]3[CH:29]=[CH:28][C:25]([C:26](=[NH:27])[O:38][CH3:37])=[CH:24][CH:23]=3)=[CH:21][C:15]=2[N:14]=[CH:13]1)[CH3:11]. Procedure: To a cooled (0° C.) solution of (1R,2R)-(4-[3-[2-(2,4-difluorophenyl)-2-hydroxy-1-methyl-3-(1H-1,2,4-triazol-1-yl)propyl]-4-oxo-3,4-dihydrothieno[3,2-d]pyrimidin-6-yl]benzonitrile (1.03 g, 2.04 mmol) (obtained in example 32) in MeOH (25 mL) and CHCl3 (5 mL) was bubbled HCl gas until saturation. The reaction mixture was allowed to stand at 0° C. overnight, and was then concentrated and poured to aqueous K2CO3 solution. CHCl3 was added, the organic phase was separated and the aqueous phase was ree...